Dataset: the Open Reaction Database (ORD), a public repository of structured organic reaction records. Task: describe an organic reaction: reactants, conditions, products, and yield Starting materials: N#CC1CC(F)CN1C(=O)CBr, O=C([O-])[O-], CN(C)C=O, [K+], [K+], NC(=O)C12CCC(N)(CC1)CC2. Product: N#CC1CC(F)CN1C(=O)CNC12CCC(C(N)=O)(CC1)CC2. RXN SMILES: [Br:19][CH2:20][C:21](=[O:22])[N:23]1[CH:24]([C:29]#[N:30])[CH2:25][CH:26]([F:28])[CH2:27]1.[C:13](=[O:14])([O-:15])[O-:16].[CH3:31][N:32]([CH3:33])[CH:34]=[O:35].[K+:17].[K+:18].[NH2:1][C:2]12[CH2:3][CH2:4][C:5]([C:10](=[O:11])[NH2:12])([CH2:6][CH2:7]1)[CH2:8][CH2:9]2>>[NH:1]([C:2]12[CH2:3][CH2:4][C:5]([C:10](=[O:11])[NH2:12])([CH2:6][CH2:7]1)[CH2:8][CH2:9]2)[CH2:20][C:21](=[O:22])[N:23]1[CH:24]([C:29]#[N:30])[CH2:25][CH:26]([F:28])[CH2:27]1. The reactants are C(C1=CC=CC=C1)OC(=O)NC1=NN2C(N(C(=C(C2C2=CC=C(C=C2)C#N)C(=O)OCC)C)C2=CC(=CC=C2)C(F)(F)F)=N1 (ethyl 2-[(benzyloxy)carbonyl]amino-7-(4-cyanophenyl)-5-methyl-4-[3-(trifluoromethyl)phenyl]-4,7-dihydro[1,2,4]triazolo[1,5-a]pyrimidine-6-carboxylate), [OH-].[Li+] (lithium hydroxide), Cl (hydrochloric acid). As a reaction SMILES: [CH2:1]([O:8][C:9]([NH:11][C:12]1[N:44]=[C:15]2[N:16]([C:34]3[CH:39]=[CH:38][CH:37]=[C:36]([C:40]([F:43])([F:42])[F:41])[CH:35]=3)[C:17]([CH3:33])=[C:18]([C:28]([O:30][CH2:31][CH3:32])=[O:29])[CH:19]([C:20]3[CH:25]=[CH:24][C:23]([C:26]#[N:27])=[CH:22][CH:21]=3)[N:14]2[N:13]=1)=[O:10])[C:2]1C=CC=CC=1.[OH-].[Li+].Cl>C1COCC1.O.C(O)C>[C:26]([C:23]1[CH:24]=[CH:25][C:20]([CH:19]2[N:14]3[N:13]=[C:12]([NH:11][C:9]([O:8][CH2:1][CH3:2])=[O:10])[N:44]=[C:15]3[N:16]([C:34]3[CH:39]=[CH:38][CH:37]=[C:36]([C:40]([F:41])([F:43])[F:42])[CH:35]=3)[C:17]([CH3:33])=[C:18]2[C:28]([O:30][CH2:31][CH3:32])=[O:29])=[CH:21][CH:22]=1)#[N:27] |f:1.2|. Yields the product C(#N)C1=CC=C(C=C1)C1C(=C(N(C=2N1N=C(N2)NC(=O)OCC)C2=CC(=CC=C2)C(F)(F)F)C)C(=O)OCC (Ethyl 7-(4-cyanophenyl)-2-[(ethoxycarbonyl)amino]-5-methyl-4-[3-(trifluoromethyl)phenyl]-4,7-dihydro[1,2,4]triazolo[1,5-a]pyrimidine-6-carboxylate). Procedure details: Under an atmosphere of argon protective gas, ethyl 2-[(benzyloxy)carbonyl]amino-7-(4-cyanophenyl)-5-methyl-4-[3-(trifluoromethyl)phenyl]-4,7-dihydro[1,2,4]triazolo[1,5-a]pyrimidine-6-carboxylate (125 mg, 207 μmol) was dissolved in a mixture of THF (0.9 ml), water (0.6 ml) and ethanol (3.8 ml). After addition of solid lithium hydroxide (14.9 mg, 620 μmol, 3 eq.), the reaction mixture was heated at 55 C for 1.5 h. In an ice-bath, the mixture was acidified with 1 N hydrochloric acid (4.1 ml) and th... Run in C1CCOC1 (THF), O (water), C(C)O (ethanol).